This data is from the Open Reaction Database (ORD), a public repository of structured organic reaction records. The task is: describe an organic reaction: reactants, conditions, products, and yield Reactants: S(=S)(=O)([O-])[O-].[Na+].[Na+] (sodium thiosulfate), [I-].[Na+] (sodium iodide), ClCCN1C(CC(C2=CC=C(C=C12)C)C)(C)C (N-(2-chloroethyl)-2,2,4,7-tetramethyl-1,2,3,4-tetrahydroquinoline), O (water). The solvent is C(C)O (ethanol). Product: S(=O)(=O)(SCCN1C(CC(C2=CC=C(C=C12)C)C)(C)C)[O-].[Na+] (Sodium S-2-(1,2,3,4-tetrahydro-2,2,4,7-tetramethyl-1-quinolinyl)ethyl thiosulfate). RXN SMILES: [S:1]([O-:5])([O-:4])(=[O:3])=[S:2].[Na+:6].[Na+].[I-].[Na+].Cl[CH2:11][CH2:12][N:13]1[C:22]2[C:17](=[CH:18][CH:19]=[C:20]([CH3:23])[CH:21]=2)[CH:16]([CH3:24])[CH2:15][C:14]1([CH3:26])[CH3:25].O>C(O)C>[S:1]([O-:5])([S:2][CH2:11][CH2:12][N:13]1[C:22]2[C:17](=[CH:18][CH:19]=[C:20]([CH3:23])[CH:21]=2)[CH:16]([CH3:24])[CH2:15][C:14]1([CH3:25])[CH3:26])(=[O:4])=[O:3].[Na+:6] |f:0.1.2,3.4,8.9|. Procedure: A mixture of sodium thiosulfate (49.6 g, 0.2 m), sodium iodide (1 g), N-(2-chloroethyl)-2,2,4,7-tetramethyl-1,2,3,4-tetrahydroquinoline (25.2 g, 0.1 m), water (100 ml), and ethanol (100 ml) was refluxed fro 3 hrs. The mixture was cooled and extracted with 2-75 ml portions of toluene. The aqueous layer then contained essentially pure product and aliquots were used to prepare dyes without further purification. Starting materials: solution, C(=O)(Cl)Cl (phosgene), enamine-acid chloride, N1(CCCC1)C1=CCS(C2=C1C=CC=C2)(=O)=O (4-(1-pyrrolidinyl)-2H-1-benzothiopyran 1,1-dioxide), NC1=CC=CC=C1 (aniline), product, Cl (hydrochloric acid), O (water), enamine-amide. Solvent: C1=CC=CC=C1 (benzene), O1CCCC1 (tetrahydrofuran), O1CCCC1 (tetrahydrofuran), C(C)N(CC)CC (triethylamine), CO (methanol), C(C)N(CC)CC (triethylamine), O1CCCC1 (tetrahydrofuran). Run at time 20 minute. Yields the product OC1=C(CS(C2=C1C=CC=C2)(=O)=O)C(=O)NC2=CC=CC=C2 (4-Hydroxy-2H-1-benzothiopyran-3-carboxanilide 1,1-Dioxide). RXN SMILES: [C:1](Cl)(Cl)=[O:2].N1([C:10]2[C:15]3[CH:16]=[CH:17][CH:18]=[CH:19][C:14]=3[S:13](=[O:21])(=[O:20])[CH2:12][CH:11]=2)CCCC1.[NH2:22][C:23]1[CH:28]=[CH:27][CH:26]=[CH:25][CH:24]=1.Cl.[OH2:30]>C1C=CC=CC=1.CO.O1CCCC1.C(N(CC)CC)C>[OH:30][C:10]1[C:15]2[CH:16]=[CH:17][CH:18]=[CH:19][C:14]=2[S:13](=[O:20])(=[O:21])[CH2:12][C:11]=1[C:1]([NH:22][C:23]1[CH:28]=[CH:27][CH:26]=[CH:25][CH:24]=1)=[O:2]. Procedure: Preparation from the enamine-acid chloride. -- To 28.5 g. of a 12.5% solution of phosgene in benzene was added 30 ml. of tetrahydrofuran. The temperature of the solution was maintained at -10° to -15° and a solution of 7.5 g. (0.03 mole) of 4-(1-pyrrolidinyl)-2H-1-benzothiopyran 1,1-dioxide and 5 ml. (0.036 mole) of triethylamine in 125 ml. of tetrahydrofuran was added with stirring over a period of 20 minutes. After stirring at room temperature for 2 hr., a solution of 3.1 g. (0.033 mole) of an...